describe an organic reaction: reactants, conditions, products, and yield From a dataset of the Open Reaction Database (ORD), a public repository of structured organic reaction records. The reactants are CC(=O)O[BH-](OC(C)=O)OC(C)=O, CC(=O)O, CC=O, CC(Cl)Cl, ClCCl, COC(=O)c1cc(Br)cc(N)c1C, [Na+]. Yields the product CCNc1cc(Br)cc(C(=O)OC)c1C. RXN SMILES: [C:21]([O:22][BH-:23]([O:24][C:25](=[O:26])[CH3:27])[O:28][C:29](=[O:30])[CH3:31])(=[O:32])[CH3:33].[CH3:17][C:18](=[O:19])[OH:20].[CH:14]([CH3:15])=[O:16].[Cl:35][CH:36]([Cl:37])[CH3:38].[Cl:39][CH2:40][Cl:41].[NH2:1][c:2]1[c:3]([CH3:13])[c:4]([C:5](=[O:6])[O:7][CH3:8])[cH:9][c:10]([Br:12])[cH:11]1.[Na+:34]>>[NH:1]([c:2]1[c:3]([CH3:13])[c:4]([C:5](=[O:6])[O:7][CH3:8])[cH:9][c:10]([Br:12])[cH:11]1)[CH2:14][CH3:15]. Starting materials: COC1(c2ccccc2)CCN(C(=O)OC(C)(C)C)CC1, CCOC(C)=O, CC(C)OC(C)C. The product is COC1(c2ccccc2)CCNCC1. Reaction SMILES: [C:1]([O:2][C:3](=[O:4])[N:8]1[CH2:9][CH2:10][C:11]([c:14]2[cH:15][cH:16][cH:17][cH:18][cH:19]2)([O:20][CH3:21])[CH2:12][CH2:13]1)([CH3:5])([CH3:6])[CH3:7].[CH3:29][CH2:30][O:31][C:32](=[O:33])[CH3:34].[CH:22]([O:23][CH:24]([CH3:25])[CH3:26])([CH3:27])[CH3:28]>>[NH:8]1[CH2:9][CH2:10][C:11]([c:14]2[cH:15][cH:16][cH:17][cH:18][cH:19]2)([O:20][CH3:21])[CH2:12][CH2:13]1. The reactants are FB(F)F, O=C([O-])O, CSC, ClCCl, COc1cccc(C2C(=O)N(c3ccc(Cl)c(Cl)c3)C(=O)N2C)c1, [Na+]. Product: CN1C(=O)N(c2ccc(Cl)c(Cl)c2)C(=O)C1c1cccc(O)c1. Reaction SMILES: [B:4]([F:5])([F:6])[F:7].[C:32](=[O:33])([OH:34])[O-:35].[CH3:1][S:2][CH3:3].[Cl:37][CH2:38][Cl:39].[Cl:8][c:9]1[cH:10][c:11]([N:16]2[C:17](=[O:31])[N:18]([CH3:30])[CH:19]([c:22]3[cH:23][c:24]([O:28][CH3:29])[cH:25][cH:26][cH:27]3)[C:20]2=[O:21])[cH:12][cH:13][c:14]1[Cl:15].[Na+:36]>>[Cl:8][c:9]1[cH:10][c:11]([N:16]2[C:17](=[O:31])[N:18]([CH3:30])[CH:19]([c:22]3[cH:23][c:24]([OH:28])[cH:25][cH:26][cH:27]3)[C:20]2=[O:21])[cH:12][cH:13][c:14]1[Cl:15]. The reactants are [N+](=O)(O)[O-] (nitric acid), N1CCC2=CC=CC=C12 (indoline), [OH-].[Na+] (sodium hydroxide). Run in S(O)(O)(=O)=O (sulfuric acid), S(O)(O)(=O)=O (sulfuric acid). Reaction conditions: temperature 10 celsius. The product is [N+](=O)([O-])C1=CC=C2CCNC2=C1 (6-Nitroindoline). Yield: 95.0%. RXN SMILES: [NH:1]1[C:9]2[C:4](=[CH:5][CH:6]=[CH:7][CH:8]=2)[CH2:3][CH2:2]1.[N+:10]([O-])([OH:12])=[O:11].[OH-].[Na+]>S(=O)(=O)(O)O>[N+:10]([C:7]1[CH:8]=[C:9]2[C:4]([CH2:3][CH2:2][NH:1]2)=[CH:5][CH:6]=1)([O-:12])=[O:11] |f:2.3|. Reported procedure: 5.96 g (50 mmol) of indoline were dissolved in 25 ml of concentrated sulfuric acid, and a mixture of 3.75 ml of concentrated nitric acid (61%) and 25 ml of concentrated sulfuric acid was added to the solution while ice-cooling so that the internal temperature was maintained at 10° C. or lower. The mixture was then stirred while ice-cooling for 2 hours. At the end of this time, a 75% w/v aqueous solution of sodium hydroxide was added to the reaction mixture while ice-cooling to neutralize the rea... Starting materials: [BH4-], O=C([O-])O, CO, Cl, [Na+], [Na+], O, Cc1nc2c3c(ccn2c1C)C(=O)C(O)C(c1ccsc1)N3. The product is Cc1nc2c3c(ccn2c1C)C(O)C(O)C(c1ccsc1)N3. As a reaction SMILES: [BH4-:23].[C:26](=[O:27])([O-:28])[OH:29].[CH3:31][OH:32].[ClH:25].[Na+:24].[Na+:30].[OH2:33].[OH:1][CH:2]1[CH:3]([c:18]2[cH:19][s:20][cH:21][cH:22]2)[NH:4][c:5]2[c:6]3[n:7]([cH:8][cH:9][c:10]2[C:11]1=[O:12])[c:13]([CH3:17])[c:14]([CH3:16])[n:15]3>>[OH:1][CH:2]1[CH:3]([c:18]2[cH:19][s:20][cH:21][cH:22]2)[NH:4][c:5]2[c:6]3[n:7]([cH:8][cH:9][c:10]2[CH:11]1[OH:12])[c:13]([CH3:17])[c:14]([CH3:16])[n:15]3.